Dataset: the Open Reaction Database (ORD), a public repository of structured organic reaction records. Task: describe an organic reaction: reactants, conditions, products, and yield The reactants are C1(CCC1)C(CC#N)=O (3-cyclobutyl-3-oxo-propionitrile), NN (hydrazine). Run in CCO (EtOH). Reaction conditions: temperature 75 celsius, time 14 hour. Product: C1(CCC1)C1=CC(=NN1)N (5-Cyclobutyl-1H-pyrazol-3-ylamine). Yield: 91.0%. RXN SMILES: [CH:1]1([C:5](=O)[CH2:6][C:7]#[N:8])[CH2:4][CH2:3][CH2:2]1.[NH2:10][NH2:11]>CCO>[CH:1]1([C:5]2[NH:11][N:10]=[C:7]([NH2:8])[CH:6]=2)[CH2:4][CH2:3][CH2:2]1. Reported procedure: To an aliquot of the crude 3-cyclobutyl-3-oxo-propionitrile (10.0 g, 81.3 mmol) prepared above in EtOH (300 mL) was added hydrazine. The resulting mixture was heated to 75° C. (oil bath). After 14 hr, the reaction was cooled to room temperature and concentrated under reduced pressure. The resulting oil was taken up in EtOAc and washed with saturated aqueous NaHCO3 solution. The layers were separated and the aqueous layer was extracted with EtOAc. The combined organic layers were dried over MgSO4... Yields the product CCC(C)(C)C(=O)CC#N. Reactants: CCOC(=O)C(C)(C)CC, CC#N, Cl, [H-], [Na+], C1CCOC1. RXN SMILES: [CH2:6]([O:8][C:9](=[O:7])[C:10]([CH2:11][CH3:12])([CH3:13])[CH3:14])[CH3:15].[CH3:3][C:4]#[N:5].[ClH:21].[H-:1].[Na+:2].[O:16]1[CH2:17][CH2:18][CH2:19][CH2:20]1>>[CH2:3]([C:4]#[N:5])[C:9](=[O:8])[C:10]([CH2:11][CH3:12])([CH3:13])[CH3:14]. Run in Cl (HCl). Reaction SMILES: [NH2:1][C:2]1[CH:7]=[CH:6][CH:5]=[CH:4][C:3]=1[NH:8][C:9]([C:11]1[N:12]=[CH:13][N:14]2[C:19](=[O:20])[N:18]([CH3:21])[N:17]=[N:16][C:15]=12)=O>Cl>[NH:8]1[C:3]2[CH:4]=[CH:5][CH:6]=[CH:7][C:2]=2[N:1]=[C:9]1[C:11]1[N:12]=[CH:13][N:14]2[C:19](=[O:20])[N:18]([CH3:21])[N:17]=[N:16][C:15]=12. The product is N1C(=NC2=C1C=CC=C2)C=2N=CN1C2N=NN(C1=O)C (8-(1H-Benzo[d]imidazol-2-yl)-3-methylimidazo[5,1-d][1,2,3,5]tetrazin-4(3H)-one). Reactants: NC1=C(C=CC=C1)NC(=O)C=1N=CN2C1N=NN(C2=O)C (N-(2-aminophenyl)-3-methyl-4-oxo-3,4-dihydroimidazo[5,1-d][1,2,3,5]tetrazine-8-carboxamide). Procedure: A solution of N-(2-aminophenyl)-3-methyl-4-oxo-3,4-dihydroimidazo[5,1-d][1,2,3,5]tetrazine-8-carboxamide (300 mg) in 3N HCl (15 mL) was heated at 90° C. overnight. After cooling to room temperature, the mixture was concentrated to dryness under high vacuum and the residue was dissolved in MeCN:MeOH. Triethylamine (170 μL) was added to the solution and the crude product was absorbed on silica and purified by flash chromatography using DCM:MeOH (95:5) as eluent to give 8 mg of the pure title compo... Yield: 2.8%. Reactants: OC=1C=C(C2=C(N=C(S2)C)C1)O[C@H](C)[C@@H]1CC(N(C1)[C@H](C)C1=CC=C(C=C1)O)=O ((R)-4-((R)-1-(5-hydroxy-2-methylbenzo[d]thiazol-7-yloxy)ethyl)-1-((R)-1-(4-hydroxyphenyl)ethyl)pyrrolidin-2-one), C(=O)(C(F)(F)F)O (TFA). Reaction conditions: temperature 70 celsius, time 17 hour. The product is OC=1C=C(C2=C(N=C(S2)C)C1)O[C@H](C)[C@@H]1CC(NC1)=O ((R)-4-((R)-1-(5-hydroxy-2-methylbenzo[d]thiazol-7-yloxy)ethyl)pyrrolidin-2-one). Reaction SMILES: [OH:1][C:2]1[CH:3]=[C:4]([O:12][C@@H:13]([C@H:15]2[CH2:19][N:18]([C@@H](C3C=CC(O)=CC=3)C)[C:17](=[O:29])[CH2:16]2)[CH3:14])[C:5]2[S:9][C:8]([CH3:10])=[N:7][C:6]=2[CH:11]=1.C(O)(C(F)(F)F)=O>>[OH:1][C:2]1[CH:3]=[C:4]([O:12][C@@H:13]([C@H:15]2[CH2:19][NH:18][C:17](=[O:29])[CH2:16]2)[CH3:14])[C:5]2[S:9][C:8]([CH3:10])=[N:7][C:6]=2[CH:11]=1. Procedure details: The crude product from Step 4 was dissolved in TFA (10 mL, 130 mmol). The resulting solution was heated to 70° C. After stifling 17 h, the reaction mixture was concentrated, and the resulting residue was dissolved in EtOAc (100 mL) and washed with a 1:1 mixture of brine and saturated NaHCO3 (100 mL). The phases were separated, and the aqueous phase was extracted with EtOAc (50 mL). The combined organic phase was dried over Na2SO4, filtered, and concentrated to afford (R)-4-((R)-1-(5-hydroxy-2-me... Starting materials: CC1CC(CC=NS(=O)C(C)(C)C)(O[Si](C)(C)C(C)(C)C)C1, [Li]CCCC, C1CCOC1, CC1(C)CCCC(C)(C)N1, [Cl-], CC(C)(C)Cc1ccc(F)nc1, [NH4+]. Product: CC1CC(CC(NS(=O)C(C)(C)C)c2cc(CC(C)(C)C)cnc2F)(O[Si](C)(C)C(C)(C)C)C1. RXN SMILES: [C:28]([CH3:29])([CH3:30])([CH3:31])[Si:32]([O:33][C:34]1([CH2:39][CH:40]=[N:41][S:42](=[O:43])[C:44]([CH3:45])([CH3:46])[CH3:47])[CH2:35][CH:36]([CH3:38])[CH2:37]1)([CH3:48])[CH3:49].[CH2:11]([Li:12])[CH2:13][CH2:14][CH3:15].[CH2:52]1[O:53][CH2:54][CH2:55][CH2:56]1.[CH3:1][C:2]1([CH3:3])[CH2:4][CH2:5][CH2:6][C:7]([CH3:8])([CH3:9])[NH:10]1.[Cl-:50].[F:16][c:17]1[n:18][cH:19][c:20]([CH2:23][C:24]([CH3:25])([CH3:26])[CH3:27])[cH:21][cH:22]1.[NH4+:51]>>[F:16][c:17]1[n:18][cH:19][c:20]([CH2:23][C:24]([CH3:25])([CH3:26])[CH3:27])[cH:21][c:22]1[CH:40]([CH2:39][C:34]1([O:33][Si:32]([C:28]([CH3:29])([CH3:30])[CH3:31])([CH3:48])[CH3:49])[CH2:35][CH:36]([CH3:38])[CH2:37]1)[NH:41][S:42](=[O:43])[C:44]([CH3:45])([CH3:46])[CH3:47].